describe an organic reaction: reactants, conditions, products, and yield From a dataset of the Open Reaction Database (ORD), a public repository of structured organic reaction records. Starting materials: ClC=1C(=CC2=C(NC(O2)=O)C1)[N+](=O)[O-] (5-chloro-6-nitro-benzoxazol-2-one), C(C1=CC=CC=C1)Br (benzyl bromide), ClC=1C(=CC2=C(NC(O2)=O)C1)[N+](=O)[O-] (5-chloro-6-nitro-benzoxazol-2-one), C([O-])([O-])=O.[K+].[K+] (potassium carbonate). Reagents/catalysts: [Br-].C(CCC)[N+](CCCC)(CCCC)CCCC (tetrabutylammonium bromide). The solvent is CC(=O)C (acetone). Conditions: temperature 50 celsius, time 30 minute. Yields the product C(C1=CC=CC=C1)N1C(OC2=C1C=C(C(=C2)[N+](=O)[O-])Cl)=O (3-N-benzyl-5-chloro-6-nitro-benzoxazol-2-one). Isolated yield 105.6%. As a reaction SMILES: [Cl:1][C:2]1[C:3]([N+:12]([O-:14])=[O:13])=[CH:4][C:5]2[O:9][C:8](=[O:10])[NH:7][C:6]=2[CH:11]=1.C(=O)([O-])[O-].[K+].[K+].[CH2:21](Br)[C:22]1[CH:27]=[CH:26][CH:25]=[CH:24][CH:23]=1>[Br-].C([N+](CCCC)(CCCC)CCCC)CCC.CC(C)=O>[CH2:21]([N:7]1[C:6]2[CH:11]=[C:2]([Cl:1])[C:3]([N+:12]([O-:14])=[O:13])=[CH:4][C:5]=2[O:9][C:8]1=[O:10])[C:22]1[CH:27]=[CH:26][CH:25]=[CH:24][CH:23]=1 |f:1.2.3,5.6|. Procedure details: In a 250-ml flask, place 8.6 g (0.04 m) of 5-chloro-6-nitro-benzoxazol-2-one (2b, 1.3 g of tetrabutylammonium bromide, 11.1 g (0.08 m) of potassium carbonate powder, and 80 ml of acetone. Stir the mixture at 50° C. for 30 min. Add 7.4 g (0.04 m×1.08) of benzyl bromide. Stir the reaction mixture under reflux for 15 min. Distill off acetone, add 100 ml of water and 100 ml of toluene, stir for a few min. Separate toluene solution, wash with 100 ml of water, and concentrate under a reduced pressure ...